Dataset: the Open Reaction Database (ORD), a public repository of structured organic reaction records. Task: describe an organic reaction: reactants, conditions, products, and yield Reactants: CCOC(C)=O, CN(C)C=O, Clc1cccc2[nH]ccc12, [H-], CI, [Na+]. Product: Cn1ccc2c(Cl)cccc21. Reaction SMILES: [CH3:15][CH2:16][O:17][C:18](=[O:19])[CH3:20].[CH3:21][N:22]([CH3:23])[CH:24]=[O:25].[Cl:1][c:2]1[c:3]2[cH:4][cH:5][nH:6][c:7]2[cH:8][cH:9][cH:10]1.[H-:11].[I:13][CH3:14].[Na+:12]>>[Cl:1][c:2]1[c:3]2[cH:4][cH:5][n:6]([CH3:15])[c:7]2[cH:8][cH:9][cH:10]1. Starting materials: CCCCCCO, C1CCC2=NCCCN2CC1, CCCCCC. The product is CCCCCCCCCCO. As a reaction SMILES: [CH2:12]([CH2:13][CH2:14][CH2:15][CH2:16][CH3:17])[OH:18].[CH2:1]1[CH2:2][CH2:3][N:4]2[CH2:5][CH2:6][CH2:7][N:8]=[C:9]2[CH2:10][CH2:11]1.[CH3:19][CH2:20][CH2:21][CH2:22][CH2:23][CH3:24]>>[CH2:1]([CH2:2][CH2:3][CH2:15][CH2:14][CH2:13][CH2:12][OH:18])[CH2:11][CH2:10][CH3:9]. Starting materials: C1=CC=CC=2OC3=CC=CC=C3N(C12)CCOC1=CC=C(C=C1)CC(C(=O)OCC)OC1=CC=CC=C1 (Ethyl 3-[4-[2-(Phenoxazin-10-yl)ethoxy]phenyl]-2-phenoxypropanoate), [Mg] (magnesium). The solvent is CO (methanol). Product: C1=CC=CC=2OC3=CC=CC=C3N(C12)CCOC1=CC=C(C=C1)CC(C(=O)OC)OC1=CC=CC=C1 ((±) Methyl 3-[4-[2-(Phenoxazin-10-yl)ethoxy]phenyl]-2-phenoxypropanoate). Yield: 85.3%. Reaction SMILES: [CH:1]1[C:14]2[N:13]([CH2:15][CH2:16][O:17][C:18]3[CH:23]=[CH:22][C:21]([CH2:24][CH:25]([O:31][C:32]4[CH:37]=[CH:36][CH:35]=[CH:34][CH:33]=4)[C:26]([O:28][CH2:29]C)=[O:27])=[CH:20][CH:19]=3)[C:12]3[C:7](=[CH:8][CH:9]=[CH:10][CH:11]=3)[O:6][C:5]=2[CH:4]=[CH:3][CH:2]=1.[Mg]>CO>[CH:11]1[C:12]2[N:13]([CH2:15][CH2:16][O:17][C:18]3[CH:23]=[CH:22][C:21]([CH2:24][CH:25]([O:31][C:32]4[CH:33]=[CH:34][CH:35]=[CH:36][CH:37]=4)[C:26]([O:28][CH3:29])=[O:27])=[CH:20][CH:19]=3)[C:14]3[C:5](=[CH:4][CH:3]=[CH:2][CH:1]=3)[O:6][C:7]=2[CH:8]=[CH:9][CH:10]=1. Reported procedure: A solution of ethyl diethylphosphino phenoxy acetate in dry THF was added slowly to a stirred ice cooled suspension of sodium hydride in dry THF under nitrogen atmosphere. The mixture was stirred at 0° C. for 30 min. and added a solution of 4-[2-(Phenoxazin-10-yl)ethoxy]benzaldehyde in dry THF dropwise at ice temperature. The mixture was allowed to warm to room temperature and stirred for overnight. The solvent was evaporated under reduced pressure, residue was diluted with water and extracted w... Starting materials: C=O (formalin), C(C)(C)(C)OC(=O)C=1C=C(N(C1C)CCC1=CC=C(C=C1)F)C1CCN(CC1)C(=O)OCC1=CC=CC=C1 (benzyl 4-{4-(tert-butoxycarbonyl)-1-[2-(4-fluorophenyl)ethyl]-5-methyl-1H-pyrrol-2-yl}piperidine-1-carboxylate), [H][H] (hydrogen). The reagents and catalysts are C(C)(=O)O (acetic acid), [Pd] (palladium-activated carbon). Solvent: CO (methanol). Product: FC1=CC=C(C=C1)CCN1C(=C(C=C1C1CCN(CC1)C)C(=O)OC(C)(C)C)C (tert-butyl 1-[2-(4-fluorophenyl)ethyl]-2-methyl-5-(1-methylpiperidin-4-yl)-1H-pyrrole-3-carboxylate). As a reaction SMILES: [C:1]([O:5][C:6]([C:8]1[CH:9]=[C:10]([CH:23]2[CH2:28][CH2:27][N:26]([C:29](OCC3C=CC=CC=3)=O)[CH2:25][CH2:24]2)[N:11]([CH2:14][CH2:15][C:16]2[CH:21]=[CH:20][C:19]([F:22])=[CH:18][CH:17]=2)[C:12]=1[CH3:13])=[O:7])([CH3:4])([CH3:3])[CH3:2].C=O.[H][H]>CO.C(O)(=O)C.[Pd]>[F:22][C:19]1[CH:18]=[CH:17][C:16]([CH2:15][CH2:14][N:11]2[C:10]([CH:23]3[CH2:28][CH2:27][N:26]([CH3:29])[CH2:25][CH2:24]3)=[CH:9][C:8]([C:6]([O:5][C:1]([CH3:3])([CH3:2])[CH3:4])=[O:7])=[C:12]2[CH3:13])=[CH:21][CH:20]=1. Procedure details: A 340 mg portion of benzyl 4-{4-(tert-butoxycarbonyl)-1-[2-(4-fluorophenyl)ethyl]-5-methyl-1H-pyrrol-2-yl}piperidine-1-carboxylate was dissolved in 7 ml of methanol, and 159 μl of 37% formalin, 3 drops of acetic acid and 45 mg of 10% palladium-activated carbon were added, followed by stirring at room temperature for 2 hours in an atmosphere of hydrogen. The reaction liquid was filtered through celite, the filtrate was concentrated under a reduced pressure, 50 ml of a saturated sodium bicarbonate... The reactants are ClC1=C(N=C2NCCCCN2)C=C(C=C1)[N+](=O)[O-] (2-Chloro-N-1,3-diazepan-2-ylidene-5-nitroaniline), CC(C)([O-])C.[K+] (potassium t-butoxide). Run in N,N-dimethylsulfoxide. Conditions: temperature 60 celsius. The product is ClC1=CC=C(C=2N3C(=NC21)NCCCC3)[N+](=O)[O-] (10-Chloro-7-nitro-2,3,4,5-tetrahydro-1H-[1,3]diazepino[1,2-a]benzimidazole). Isolated yield 68.3%. Reaction SMILES: [Cl:1][C:2]1[CH:15]=[CH:14][C:13]([N+:16]([O-:18])=[O:17])=[CH:12][C:3]=1[N:4]=[C:5]1[NH:11][CH2:10][CH2:9][CH2:8][CH2:7][NH:6]1.CC(C)([O-])C.[K+]>>[Cl:1][C:2]1[C:3]2[N:4]=[C:5]3[NH:6][CH2:7][CH2:8][CH2:9][CH2:10][N:11]3[C:12]=2[C:13]([N+:16]([O-:18])=[O:17])=[CH:14][CH:15]=1 |f:1.2|. Procedure: 2-Chloro-N-1,3-diazepan-2-ylidene-5-nitroaniline (5.0 g, 18.6 mmol) and potassium t-butoxide (417 mg, 3.7 mmol) were dissolved in N,N-dimethylsulfoxide (100 mL), and heated at 60° C. for 24 hr. After cooling to room temperature, the reaction mixture was directly purified by silica gel column chromatography eluting with a 50-100% ethyl acetate/n-hexane gradient mixture to give the title compound (3.38 g, 12.7 mmol, 68%) as a yellow amorphous.